This data is from the Open Reaction Database (ORD), a public repository of structured organic reaction records. The task is: describe an organic reaction: reactants, conditions, products, and yield The reactants are CCOC(CBr)OCC, CS(C)=O, [H-], [Na+], O, c1ccc2[nH]ccc2c1. Product: CCOC(Cn1ccc2ccccc21)OCC. As a reaction SMILES: [CH2:12]([CH3:13])[O:14][CH:15]([CH2:16][Br:17])[O:18][CH2:19][CH3:20].[CH3:22][S:23](=[O:24])[CH3:25].[H-:10].[Na+:11].[OH2:21].[nH:1]1[cH:2][cH:3][c:4]2[cH:5][cH:6][cH:7][cH:8][c:9]12>>[n:1]1([CH2:16][CH:15]([O:14][CH2:12][CH3:13])[O:18][CH2:19][CH3:20])[cH:2][cH:3][c:4]2[cH:5][cH:6][cH:7][cH:8][c:9]12. Reactants: CS(=O)C(=CC1=CC=CC=C1)SC (1-Methylsulfinyl-1-methylthio-2-phenylethylene), S(=O)(Cl)Cl (thionyl chloride). The product is CSC(=C(C1=CC=CC=C1)Cl)SC (1,1-bis(methylthio)-2-chloro-2-phenylethylene). Procedure details: 1-Methylsulfinyl-1-methylthio-2-phenylethylene (1.868 g) was dissolved in 10 ml of methylene chloride, and with stirring under ice cooling, a solution consisting of 0.71 ml of thionyl chloride and 6 ml of methylene chloride was added dropwise over the course of 30 minutes. Under ice cooling, the mixture was stirred for 1.5 hours, and concentrated under reduced pressure. The residue was chromatographed on a Florisil column using benzene/hexane as an eluant to afford 1.494 g of 1,1-bis(methylthio)... RXN SMILES: [CH3:1][S:2]([C:4]([S:12][CH3:13])=[CH:5][C:6]1[CH:11]=[CH:10][CH:9]=[CH:8][CH:7]=1)=O.S(Cl)([Cl:16])=O>C(Cl)Cl>[CH3:1][S:2][C:4]([S:12][CH3:13])=[C:5]([Cl:16])[C:6]1[CH:11]=[CH:10][CH:9]=[CH:8][CH:7]=1. The solvent is C(Cl)Cl (methylene chloride), C(Cl)Cl (methylene chloride). The reactants are ClC1=NC=2C=CC=CC2C=2N1C=NN2 (5-chloro-1,2,4-triazolo[4,3-c]quinazoline), [OH-].[K+] (KOH), Cl (HCl). The product is NC1=C(C=CC=C1)C1=NC=NN1 (5-(2-aminophenyl)-s-triazole). RXN SMILES: ClC1[N:11]2[CH:12]=[N:13][N:14]=[C:10]2[C:9]2[CH:8]=[CH:7][CH:6]=[CH:5][C:4]=2[N:3]=1.[OH-].[K+].Cl>>[NH2:3][C:4]1[CH:5]=[CH:6][CH:7]=[CH:8][C:9]=1[C:10]1[NH:14][N:13]=[CH:12][N:11]=1 |f:1.2|. Procedure: To a flask containing 40 gms. of 5-chloro-1,2,4-triazolo[4,3-c]quinazoline is added 800 ml. of a 10% KOH solution and the resulting mixture heated to reflux. A gentle reflux is maintained overnight after which time the mixture is neutralized to pH 7.0 with cooling and stirring by adding dropwise a 1:1 HCl solution and the resulting precipitate filtered off. The aqueous layer is washed 3 or 4 times with methylene chloride, dried and evaporated in vacuo to dryness. The residue is recrystallized fr...